Dataset: the Open Reaction Database (ORD), a public repository of structured organic reaction records. Task: describe an organic reaction: reactants, conditions, products, and yield Product: ClC(=CC1C(C1(C)C)C(=O)OC)Cl (methyl 2-(2,2-dichlorovinyl)-3,3-dimethylcyclopropanecarboxylate). Conditions: temperature 40 celsius, time 45 minute. The reactants are ClC(C(O)C1C(C1(C)C)C(=O)OC)(Cl)Cl (methyl 2-(2,2,2-trichloro-1-hydroxyethyl)-3,3-dimethylcyclopropanecarboxylate), P([O-])(Cl)Cl (dichlorophosphite), compound, P(Cl)(Cl)Cl (phosphorus trichloride). The reagents and catalysts are [Zn] (zinc). RXN SMILES: [Cl:1][C:2](Cl)([Cl:14])[CH:3]([CH:5]1[C:7]([CH3:9])([CH3:8])[CH:6]1[C:10]([O:12][CH3:13])=[O:11])O.P(Cl)(Cl)Cl.P(Cl)(Cl)[O-]>[Zn]>[Cl:1][C:2]([Cl:14])=[CH:3][CH:5]1[C:7]([CH3:9])([CH3:8])[CH:6]1[C:10]([O:12][CH3:13])=[O:11]. Procedure details: Methyl cis-2-formyl-3,3-dimethylcyclopropanecarboxylate (6.0 mmol) was added with stirring to a solution of sodium trichloroacetate (6.6 mmol) in N,N-dimethylformamide (3.2 ml) present in a 25-ml flask. After 15 minutes' stirring the conversion of the starting carboxylate was 97%, with a selectivity to sodium 2,2,2-trichloro-1-(2,2-dimethyl-3-methoxycarbonylcyclopropyl)ethyl carbonate of more than 90%. Then, 36% w aqueous hydrochloric acid (0.6 ml) and water (50 ml) were added and the mixture ob... The reactants are [N+](=O)([O-])C=1C=C(C(=O)NC2=C(C=C(C=C2C)C(C(F)(F)F)(C(F)(F)F)F)C)C=CC1 (3-nitro-N-[2,6-dimethyl-4-(1,2,2,2-tetrafluoro-1-trifluoromethyl-ethyl)-phenyl]-benzamide), [N+](=O)([O-])C=1C=C(C(=O)N)C=CC1 (3-nitro-benzamide), [N+](=O)([O-])C=1C=C(C(=O)NC2=C(C=C(C=C2C)C(C(F)(F)F)(C(F)(F)F)F)C)C=CC1 (3-nitro-N-[2,6-dimethyl-4-(1,2,2,2-tetrafluoro-1-trifluoromethyl-ethyl)-phenyl]-benzamide). Product: NC=1C=C(C(=O)N)C=CC1 (3-amino-benzamide). RXN SMILES: [N+:1]([C:4]1[CH:5]=[C:6]([CH:28]=[CH:29][CH:30]=1)[C:7]([NH:9]C1C(C)=CC(C(F)(C(F)(F)F)C(F)(F)F)=CC=1C)=[O:8])([O-])=O.[N+](C1C=C(C=CC=1)C(N)=O)([O-])=O>>[NH2:1][C:4]1[CH:5]=[C:6]([CH:28]=[CH:29][CH:30]=1)[C:7]([NH2:9])=[O:8]. Reported procedure: 3-nitro-benzoyl chloride was reacted with an aniline, that is 2,6-dimethyl-4-(1,2,2,2-tetrafluoro-1-trifluoromethyl-ethyl)-phenylamine, to form a 3-nitro-benzamide, that is 3-nitro-N-[2,6-dimethyl-4-(1,2,2,2-tetrafluoro-1-trifluoromethyl-ethyl)-phenyl]-benzamide, and c) the 3-nitro-benzamide, that is 3-nitro-N-[2,6-dimethyl-4-(1,2,2,2-tetrafluoro-1-trifluoromethyl-ethyl)-phenyl]-benzamide, was reduced to afford the desired 3-amino-benzamide, that is 3-amino-N-[2,6-dimethyl-4-(1,2,2,2-tetrafluoro... The reactants are CCOCc1nc2cnc3cc(N4CCCC4=O)ccc3c2n1CCCOC(C)C, ClC(Cl)Cl, [NH4+], [OH-], O=C(OO)c1cccc(Cl)c1, O=S(=O)(Cl)c1ccccc1. The product is CCOCc1nc2c(N)nc3cc(N4CCCC4=O)ccc3c2n1CCCOC(C)C. As a reaction SMILES: [CH2:1]([CH3:2])[O:3][CH2:4][c:5]1[n:6]([CH2:24][CH2:25][CH2:26][O:27][CH:28]([CH3:29])[CH3:30])[c:7]2[c:8]([cH:9][n:10][c:11]3[cH:12][c:13]([N:17]4[C:18](=[O:22])[CH2:19][CH2:20][CH2:21]4)[cH:14][cH:15][c:16]23)[n:23]1.[CH:54]([Cl:55])([Cl:56])[Cl:57].[NH4+:42].[OH-:43].[OH:31][O:32][C:33]([c:34]1[cH:35][c:36]([Cl:37])[cH:38][cH:39][cH:40]1)=[O:41].[c:44]1([S:45]([Cl:46])(=[O:47])=[O:48])[cH:49][cH:50][cH:51][cH:52][cH:53]1>>[CH2:1]([CH3:2])[O:3][CH2:4][c:5]1[n:6]([CH2:24][CH2:25][CH2:26][O:27][CH:28]([CH3:29])[CH3:30])[c:7]2[c:8]([c:9]([NH2:42])[n:10][c:11]3[cH:12][c:13]([N:17]4[C:18](=[O:22])[CH2:19][CH2:20][CH2:21]4)[cH:14][cH:15][c:16]23)[n:23]1. Reactants: 1E, C(C)(C)(C)[Si](C)(C)O\C(\C=C)=C/C1=CC=C(C=C1)F (1Z-tert-butyl{[1-(4-fluorobenzylidene)prop-2-en-1-yl]oxy}dimethylsilane), C(\C=C\C(=O)OCC)(=O)OCC (diethyl(2E)-but-2-enedioate). The solvent is xylenes. Product: [Si](C)(C)(C(C)(C)C)OC=1C(C(C(CC1)C(=O)OCC)C(=O)OCC)C1=CC=C(C=C1)F (Diethyl 4-{[tert-butyl(dimethyl)silyl]oxy}-3-(4-fluorophenyl)cyclohex-4-ene-1,2-dicarboxylate). Reaction SMILES: [C:1]([Si:5]([O:8]/[C:9](=[CH:12]\[C:13]1[CH:18]=[CH:17][C:16]([F:19])=[CH:15][CH:14]=1)/[CH:10]=[CH2:11])([CH3:7])[CH3:6])([CH3:4])([CH3:3])[CH3:2].[C:20]([O:29][CH2:30][CH3:31])(=[O:28])/[CH:21]=[CH:22]/[C:23]([O:25][CH2:26][CH3:27])=[O:24]>>[Si:5]([O:8][C:9]1[CH:12]([C:13]2[CH:18]=[CH:17][C:16]([F:19])=[CH:15][CH:14]=2)[CH:21]([C:20]([O:29][CH2:30][CH3:31])=[O:28])[CH:22]([C:23]([O:25][CH2:26][CH3:27])=[O:24])[CH2:11][CH:10]=1)([C:1]([CH3:2])([CH3:3])[CH3:4])([CH3:7])[CH3:6]. Procedure: To a solution of 37 g (˜80% pure, 133.1 mmol, 1 equiv.) of 1E and 1Z-tert-butyl{[1-(4-fluorobenzylidene)prop-2-en-1-yl]oxy}dimethylsilane (Example 1, step C) and 17 mL (18 g, 104.6 mmol) diethyl(2E)-but-2-enedioate in 200 mL xylenes under nitrogen atmosphere was heated at 160° C. for 5 hr then cooled to RT. The solvent was evaporated under vacuum to give an oil which was used without further purification. The reactants are ClC1=C(C=C(C=C1)NC(=O)NC1=CC=C(C=C1)OC1=NC=NC(=C1)S(=O)(=O)C)C(F)(F)F (1-(4-chloro-3-trifluoromethyl-phenyl)-3-[4-(6-methanesulfonyl-pyrimidin-4-yloxy)-phenyl]-urea), NCCO (2-aminoethanol). Solvent: ClCCl (dichloromethane). Reaction conditions: temperature 110 celsius. Yields the product ClC1=C(C=C(C=C1)NC(=O)NC1=CC=C(C=C1)OC1=NC=NC(=C1)NCCO)C(F)(F)F (1-(4-Chloro-3-trifluoromethyl-phenyl)-3-{4-[6-(2-hydroxy-ethylamino)-pyrimidin-4-yloxy]-phenyl}-urea). Yield: 53.4%. Reaction SMILES: [Cl:1][C:2]1[CH:7]=[CH:6][C:5]([NH:8][C:9]([NH:11][C:12]2[CH:17]=[CH:16][C:15]([O:18][C:19]3[CH:24]=[C:23](S(C)(=O)=O)[N:22]=[CH:21][N:20]=3)=[CH:14][CH:13]=2)=[O:10])=[CH:4][C:3]=1[C:29]([F:32])([F:31])[F:30].[NH2:33][CH2:34][CH2:35][OH:36]>ClCCl>[Cl:1][C:2]1[CH:7]=[CH:6][C:5]([NH:8][C:9]([NH:11][C:12]2[CH:17]=[CH:16][C:15]([O:18][C:19]3[CH:24]=[C:23]([NH:33][CH2:34][CH2:35][OH:36])[N:22]=[CH:21][N:20]=3)=[CH:14][CH:13]=2)=[O:10])=[CH:4][C:3]=1[C:29]([F:32])([F:31])[F:30]. Procedure: A solution of 1-(4-chloro-3-trifluoromethyl-phenyl)-3-[4-(6-methanesulfonyl-pyrimidin-4-yloxy)-phenyl]-urea (100 mg, 0.2 mmol) in dichloromethane (1 ml) and 2-aminoethanol (124 μl, 2.0 mmol) is sealed in a reaction tube and heated in the microwave at 110° C. for 15 minutes. The reaction mixture is evaporated and purified by preparative HPLC to yield 50 mg (52%) of a white powder. Starting materials: NC1=C(C=C(C=C1)SC(N)=O)[N+](=O)[O-] (1-amino-4-carbamoylthio-2-nitrobenzene), COC(=O)N=C=S (methoxy carbonyl isothiocyanate). The solvent is CC(=O)C (acetone). Yields the product C(N)(=O)SC1=CC(=C(C=C1)NC(=S)NC(=O)OC)[N+](=O)[O-] (4-carbamoylthio-1-(3-methoxycarbonyl-2-thioureido)-2-nitrobenzene). RXN SMILES: [NH2:1][C:2]1[CH:7]=[CH:6][C:5]([S:8][C:9](=[O:11])[NH2:10])=[CH:4][C:3]=1[N+:12]([O-:14])=[O:13].[CH3:15][O:16][C:17]([N:19]=[C:20]=[S:21])=[O:18]>CC(C)=O>[C:9]([S:8][C:5]1[CH:6]=[CH:7][C:2]([NH:1][C:20]([NH:19][C:17]([O:16][CH3:15])=[O:18])=[S:21])=[C:3]([N+:12]([O-:14])=[O:13])[CH:4]=1)(=[O:11])[NH2:10]. Procedure: 1 G. of 1-amino-4-carbamoylthio-2-nitrobenzene in 20 ml. acetone is treated with 3.0 g. methoxy carbonyl isothiocyanate at room temperature for several days. The solution is concentrated and the residue triturated with methanol to afford 4-carbamoylthio-1-(3-methoxycarbonyl-2-thioureido)-2-nitrobenzene. Reactants: ClC=1C=C(C#N)C=CN1 (2-Chloro-isonicotinonitrile), N1CCNCC1 (piperazine). Reaction conditions: time 8 hour. Yields the product N1(CCNCC1)C=1C=C(C#N)C=CN1 (2-piperazin-1-yl-isonicotinonitrile). Yield: 28.4%. As a reaction SMILES: Cl[C:2]1[CH:3]=[C:4]([CH:7]=[CH:8][N:9]=1)[C:5]#[N:6].[NH:10]1[CH2:15][CH2:14][NH:13][CH2:12][CH2:11]1>>[N:10]1([C:2]2[CH:3]=[C:4]([CH:7]=[CH:8][N:9]=2)[C:5]#[N:6])[CH2:15][CH2:14][NH:13][CH2:12][CH2:11]1. Procedure: 2-Chloro-isonicotinonitrile (80 g, 0.58 mol) and piperazine (199 g, 2.32 mol, 5 equiv) were combined and heated at 70 DC for 2.5 hours. The resulting suspension was cooled to room temperature and partitioned between a solution of 50% ethyl acetate/dichloromethane and water. The organic phase was separated, and the aqueous phase was extracted with dichloromethane. The combined organic phases were concentrated in vacuo to about half the initial volume and ether was added. The suspension was stirre... Reactants: C[Si](C)(C)C#N (trimethylsilyl cyanide), FC1=CC=C(C(=O)C2=CC=C(C=C2)F)C=C1 (4,4'-difluorobenzophenone), C(Cl)Cl (CH2Cl2), C(=O)(O)[O-].[Na+] (NaHCO3). Reagents/catalysts: [Ti](Cl)(Cl)(Cl)Cl (titanium tetrachloride). Run at time 30 minute. The product is ClC(C#N)(C1=CC=C(C=C1)F)C1=CC=C(C=C1)F (2-Chloro-2,2-di-(4-fluorophenyl)-acetonitrile). RXN SMILES: [F:1][C:2]1[CH:16]=[CH:15][C:5]([C:6]([C:8]2[CH:13]=[CH:12][C:11]([F:14])=[CH:10][CH:9]=2)=O)=[CH:4][CH:3]=1.C[Si]([C:21]#[N:22])(C)C.C([O-])(O)=O.[Na+].C(Cl)[Cl:29]>[Ti](Cl)(Cl)(Cl)Cl>[Cl:29][C:6]([C:8]1[CH:13]=[CH:12][C:11]([F:14])=[CH:10][CH:9]=1)([C:5]1[CH:15]=[CH:16][C:2]([F:1])=[CH:3][CH:4]=1)[C:21]#[N:22] |f:2.3|. Procedure: 4.4 g (20 mmol) of 4,4'-difluorobenzophenone were dissolved in 50 ml of CH2Cl2 under nitrogen gas. 2.7 ml (24 mmol) of titanium tetrachloride and 2.7 ml (20 mmol) of trimethylsilyl cyanide were then added in succession at 0° C. After 30 minutes, the mixture was allowed to warm up to room temperature and was stirred for a further 24 hours. Aqueous NaHCO3 solution was added, after which the mixture was extracted with ether. The ether phase was dried over Na2SO4. The product was obtained in the for... Yield: 81.0%. Product: OC=1C(C2=CC=CC=C2C(C1[N+](=O)[O-])=O)=O (2-Hydroxy-3-nitro-1,4naphthoquinone). Procedure: A suspension of 2,3-dichloro-1,4naphthoquinone (6,83g; 0.03 mole) in methanol (40ml) was stirred during the addition of a solution of sodium nitrate (6.9g; 0.1 mole) in water (50ml) and the mixture stirred at 80° C for 3 hrs. Solution was attained after about 1 hr and the nitro naphthoquinone began to separate after 2 hrs. After cooling in ice and the yellow crystalline solid was filtered off, taken up in water (200ml), charcoalised and precipitated the product by addition of one-third the volum... Conditions: temperature 80 celsius, time 3 hour. As a reaction SMILES: ClC1C(=O)C2C(C(=[O:13])C=1Cl)=CC=CC=2.[N+]([O-])([O-])=O.[Na+].[N+:20]([C:23]1[C:24](=[O:34])[C:25]2[C:30]([C:31](=[O:33])[CH:32]=1)=[CH:29][CH:28]=[CH:27][CH:26]=2)([O-:22])=[O:21]>CO.O>[OH:13][C:32]1[C:31](=[O:33])[C:30]2[C:25]([C:24](=[O:34])[C:23]=1[N+:20]([O-:22])=[O:21])=[CH:26][CH:27]=[CH:28][CH:29]=2 |f:1.2|. The reactants are [N+](=O)([O-])[O-].[Na+] (sodium nitrate), ClC=1C(C2=CC=CC=C2C(C1Cl)=O)=O (2,3-dichloro-1,4naphthoquinone), [N+](=O)([O-])C=1C(C2=CC=CC=C2C(C1)=O)=O (nitro naphthoquinone). Solvent: O (water), CO (methanol). Reactants: ClC1=NC(=C(C=2N1C(NN2)=O)C2=CC=C(C=C2)Cl)C2=CC=C(C=C2)Cl (5-chloro-7,8-bis(4-chlorophenyl)-[1,2,4]triazolo[4,3-c]pyrimidin-3(2H)-one), [OH-].[NH4+] (ammonium hydroxide). The solvent is C1CCOC1 (THF). Run at time 3 hour. Product: NC1=NC(=C(C=2N1C(NN2)=O)C2=CC=C(C=C2)Cl)C2=CC=C(C=C2)Cl (5-amino-7,8-bis(4-chlorophenyl)-[1,2,4]triazolo[4,3-c]pyrimidin-3(2H)-one). As a reaction SMILES: Cl[C:2]1[N:7]2[C:8](=[O:11])[NH:9][N:10]=[C:6]2[C:5]([C:12]2[CH:17]=[CH:16][C:15]([Cl:18])=[CH:14][CH:13]=2)=[C:4]([C:19]2[CH:24]=[CH:23][C:22]([Cl:25])=[CH:21][CH:20]=2)[N:3]=1.[OH-].[NH4+:27]>C1COCC1>[NH2:27][C:2]1[N:7]2[C:8](=[O:11])[NH:9][N:10]=[C:6]2[C:5]([C:12]2[CH:17]=[CH:16][C:15]([Cl:18])=[CH:14][CH:13]=2)=[C:4]([C:19]2[CH:24]=[CH:23][C:22]([Cl:25])=[CH:21][CH:20]=2)[N:3]=1 |f:1.2|. Procedure details: To a stirring solution of 5-chloro-7,8-bis(4-chlorophenyl)-[1,2,4]triazolo[4,3-c]pyrimidin-3(2H)-one (120 mg, 0.31 mmol) in 3 mL THF, was added ammonium hydroxide (28% in water, 0.12 mL, 1.8 mmol). The reaction mixture was stirred at room temperature for 3 h and then concentrated under reduced pressure. The resulting crude title compound was used in the next step without further purification. HPLC/MS: retention time=3.60 min, [M+H]30 =372.